From a dataset of the Open Reaction Database (ORD), a public repository of structured organic reaction records. describe an organic reaction: reactants, conditions, products, and yield Starting materials: C(C1=CC=CC=C1)OC=1C=C2CCC(OC2=CC1)CBr ((RS)-6-Benzyloxy-2-bromomethyl-chroman), C(C1=CC=CC=C1)C1(CCNCC1)O (4-(benzyl)-piperidin-4-ol). The solvent is C1(=CC=CC=C1)C (toluene). Product: C(C1=CC=CC=C1)C1(CCN(CC1)CC1OC2=CC=C(C=C2CC1)OCC1=CC=CC=C1)O ((RS)-4-benzyl-1-(6-benzyloxy-chroman-2-ylmethyl)-piperidin-4-ol). Isolated yield 86.5%. As a reaction SMILES: [CH2:1]([O:8][C:9]1[CH:10]=[C:11]2[C:16](=[CH:17][CH:18]=1)[O:15][CH:14]([CH2:19]Br)[CH2:13][CH2:12]2)[C:2]1[CH:7]=[CH:6][CH:5]=[CH:4][CH:3]=1.[CH2:21]([C:28]1([OH:34])[CH2:33][CH2:32][NH:31][CH2:30][CH2:29]1)[C:22]1[CH:27]=[CH:26][CH:25]=[CH:24][CH:23]=1>C1(C)C=CC=CC=1>[CH2:21]([C:28]1([OH:34])[CH2:33][CH2:32][N:31]([CH2:19][CH:14]2[CH2:13][CH2:12][C:11]3[C:16](=[CH:17][CH:18]=[C:9]([O:8][CH2:1][C:2]4[CH:7]=[CH:6][CH:5]=[CH:4][CH:3]=4)[CH:10]=3)[O:15]2)[CH2:30][CH2:29]1)[C:22]1[CH:23]=[CH:24][CH:25]=[CH:26][CH:27]=1. Procedure: (RS)-6-Benzyloxy-2-bromomethyl-chroman (0.52 g, 1.56 mmol) and 4-(benzyl)-piperidin-4-ol (0.66 g, 3.43 mmol) in toluene (20 ml) was refluxed for 18 hr under argon. After removal of the solvent the crude mixture was chromatographed over SiO2 (Merck 230-400 mesh) CH2Cl2—MeOH—NH4OH (100:5:0.25) to afford the title compound (RS)-4-benzyl-1-(6-benzyloxy-chroman-2-ylmethyl)-piperidin-4-ol as a yellow oil (0.6 g, 1.35 mmol, 86%), MS: m/e=444.5 (M+H+). Starting materials: NC[C@H]1N(CCC[C@H]1C)C(=O)C1=NC(=CC=C1C=1C=NC=CC1)C (((2S,3R)-2-(aminomethyl)-3-methylpiperidin-1-yl)(6-methyl-[3,3′-bipyridin]-2-yl)methanone), ClC1=NC=C(C=N1)C(F)(F)F (2-chloro-5-(trifluoromethyl)pyrimidine). Product: C[C@H]1[C@H](N(CCC1)C(=O)C1=NC(=CC=C1C=1C=NC=CC1)C)CNC1=NC=C(C=N1)C(F)(F)F (((2S,3R)-3-Methyl-2-(((5-(trifluoromethyl)pyrimidin-2-yl)amino)methyl)piperidin-1-yl)(6-methyl-[3,3′-bipyridin]-2-yl)methanone). RXN SMILES: [NH2:1][CH2:2][C@@H:3]1[C@H:8]([CH3:9])[CH2:7][CH2:6][CH2:5][N:4]1[C:10]([C:12]1[C:17]([C:18]2[CH:19]=[N:20][CH:21]=[CH:22][CH:23]=2)=[CH:16][CH:15]=[C:14]([CH3:24])[N:13]=1)=[O:11].Cl[C:26]1[N:31]=[CH:30][C:29]([C:32]([F:35])([F:34])[F:33])=[CH:28][N:27]=1>>[CH3:9][C@@H:8]1[CH2:7][CH2:6][CH2:5][N:4]([C:10]([C:12]2[C:17]([C:18]3[CH:19]=[N:20][CH:21]=[CH:22][CH:23]=3)=[CH:16][CH:15]=[C:14]([CH3:24])[N:13]=2)=[O:11])[C@@H:3]1[CH2:2][NH:1][C:26]1[N:31]=[CH:30][C:29]([C:32]([F:35])([F:34])[F:33])=[CH:28][N:27]=1. Procedure: The title compound was prepared following the same general protocol as described for Example A1, using ((2S,3R)-2-(aminomethyl)-3-methylpiperidin-1-yl)(6-methyl-[3,3′-bipyridin]-2-yl)methanone and 2-chloro-5-(trifluoromethyl)pyrimidine. ESI-MS (m/z): 471 [M+1]+.